Task: describe an organic reaction: reactants, conditions, products, and yield. Dataset: the Open Reaction Database (ORD), a public repository of structured organic reaction records RXN SMILES: C(O[CH:5]([C:12]1[CH:17]=[CH:16][N:15]=[C:14]([O:18][CH3:19])[CH:13]=1)[C:6]1[CH:11]=[CH:10][CH:9]=[CH:8][CH:7]=1)(=O)C.[H][H]>[C].[Pd].CO>[CH2:5]([C:12]1[CH:17]=[CH:16][N:15]=[C:14]([O:18][CH3:19])[CH:13]=1)[C:6]1[CH:7]=[CH:8][CH:9]=[CH:10][CH:11]=1 |f:2.3|. Reagents/catalysts: [C].[Pd] (palladium carbon). Yields the product C(C1=CC=CC=C1)C1=CC(=NC=C1)OC (4-Benzyl-2-methoxypyridine). The reactants are C(C)(=O)OC(C1=CC=CC=C1)C1=CC(=NC=C1)OC (4-(α-acetoxybenzyl)-2-methoxypyridine), [H][H] (hydrogen). Yield: 84.2%. Procedure details: 5 g of 10% palladium carbon and 500 ml of methanol were added to 112 g of 4-(α-acetoxybenzyl)-2-methoxypyridine, followed by conducting hydrocracking in a hydrogen atmosphere. The catalyst was filtered off and the filtrate was evaporated. Then, the residue was neutralized by an aqueous saturated sodium bicarbonate solution and the mixture was extracted with ethyl acetate. The extract was washed with brine, dried over anhydrous magnesium sulfate and the solvent was removed, to give 73 g of the ta... The solvent is CO (methanol). Starting materials: ( a ), C1=C(C(=CC(=C1O)O)F)C(CN)O.Cl (6-FNE), [Si](C)(C)(C)C#N ((CH3)3SiCN), [H-].[H-].[H-].[H-].[Li+].[Al+3] (LiAlH4). Product: FC1=CC(=C(C=C1CCN)O)O (6-fluorodopamine). RXN SMILES: [Si](C#N)(C)(C)C.[H-].[H-].[H-].[H-].[Li+].[Al+3].[CH:13]1[C:18]([OH:19])=[C:17]([OH:20])[CH:16]=[C:15]([F:21])[C:14]=1[CH:22](O)[CH2:23][NH2:24].Cl>>[F:21][C:15]1[C:14]([CH2:22][CH2:23][NH2:24])=[CH:13][C:18]([OH:19])=[C:17]([OH:20])[CH:16]=1 |f:1.2.3.4.5.6,7.8|. Reported procedure: FIG. 6 shows HPLC traces of a reaction mixture resulting from the incubation of dopamine with dopamine β-hydroxylase; (a) reaction at 1 min; (b) reaction at 1 h; and (c) coinjection of b with racemic NE. In less than 1 hour, a peak corresponding to (-)-NE (retention time 6.7 minutes) appeared when the enzyme mixture which contained dopamine as substrate was injected onto a chiral HPLC column; (+)-NE was not observed (FIG. 6). FIG. 7 shows HPLC traces of a reaction mixture resulting from the incu...